From a dataset of the Open Reaction Database (ORD), a public repository of structured organic reaction records. describe an organic reaction: reactants, conditions, products, and yield Starting materials: CS(=O)(=O)Cl, ClCCl, Cl, OCCCC#Cc1cc2ccn(-c3ccc(F)cc3)c2cc1F. Yields the product CS(=O)(=O)OCCCC#Cc1cc2ccn(-c3ccc(F)cc3)c2cc1F. As a reaction SMILES: [CH3:24][S:25]([Cl:26])(=[O:27])=[O:28].[Cl:30][CH2:31][Cl:32].[ClH:29].[F:1][c:2]1[c:3]([C:18]#[C:19][CH2:20][CH2:21][CH2:22][OH:23])[cH:4][c:5]2[cH:6][cH:7][n:8](-[c:11]3[cH:12][cH:13][c:14]([F:17])[cH:15][cH:16]3)[c:9]2[cH:10]1>>[F:1][c:2]1[c:3]([C:18]#[C:19][CH2:20][CH2:21][CH2:22][O:23][S:25]([CH3:24])(=[O:27])=[O:28])[cH:4][c:5]2[cH:6][cH:7][n:8](-[c:11]3[cH:12][cH:13][c:14]([F:17])[cH:15][cH:16]3)[c:9]2[cH:10]1.